From a dataset of the Open Reaction Database (ORD), a public repository of structured organic reaction records. describe an organic reaction: reactants, conditions, products, and yield As a reaction SMILES: [F:1][C:2]([F:14])([F:13])[S:3]([C:6]1[CH:11]=[CH:10][C:9]([NH2:12])=[CH:8][CH:7]=1)(=[O:5])=[O:4].[CH3:15][C:16](OC(C)=O)=[O:17]>CC(O)=O>[F:14][C:2]([F:13])([F:1])[S:3]([C:6]1[CH:7]=[CH:8][C:9]([NH:12][C:16](=[O:17])[CH3:15])=[CH:10][CH:11]=1)(=[O:4])=[O:5]. Run in CC(=O)O (HOAc). Reactants: FC(S(=O)(=O)C1=CC=C(C=C1)N)(F)F (4-trifluoromethylsulfonyl-phenylamine), CC(=O)OC(=O)C (Ac2O). The product is FC(S(=O)(=O)C1=CC=C(C=C1)NC(C)=O)(F)F (N-(4-trifluoromethylsulfonyl-phenyl)-acetamide). Procedure details: Reflux 4-trifluoromethylsulfonyl-phenylamine (5 g) and Ac2O (2.2 mL) for 1.5 hours in HOAc (20 mL). Evaporate the solvent in vacuo, then crystallize the residue in EtOAc/EtOH to obtain N-(4-trifluoromethylsulfonyl-phenyl)-acetamide.